This data is from the Open Reaction Database (ORD), a public repository of structured organic reaction records. The task is: describe an organic reaction: reactants, conditions, products, and yield Reactants: C(C)(C)OC(=O)N1CCC(CC1)N1N=C(C=2C1=NC=NC2Cl)C (4-(4-chloro-3-methyl-pyrazolo[3,4-d]pyrimidin-1-yl)piperidine-1-carboxylic acid isopropyl ester), C(C)(C)OC(=O)N1CCC(CC1)N1N=C(C=2C1=NC=NC2Cl)C (4-(4-chloro-3-methyl-pyrazolo[3,4-d]pyrimidin-1-yl)piperidine-1-carboxylic acid isopropyl ester), [Cl-].[NH4+] (ammonium chloride), [H-].[Na+] (Sodium hydride), CS(=O)(=O)C1=CC=C(C=C1)O (4-(methylsulfonyl)phenol). The solvent is CN(C=O)C (dimethylformamide), CN(C=O)C (dimethylformamide). Reaction conditions: time 15 minute. Product: C(C)(C)OC(=O)N1CCC(CC1)N1N=C(C=2C1=NC=NC2OC2=CC=C(C=C2)S(=O)(=O)C)C (4-[4-(4-methanesulfonyl-phenoxy)-3-methyl-pyrazolo[3,4-d]pyrimidin-1-yl]-piperidine-1-carboxylic acid isopropyl ester). Yield: 66.9%. RXN SMILES: [H-].[Na+].[CH3:3][S:4]([C:7]1[CH:12]=[CH:11][C:10]([OH:13])=[CH:9][CH:8]=1)(=[O:6])=[O:5].[CH:14]([O:17][C:18]([N:20]1[CH2:25][CH2:24][CH:23]([N:26]2[C:30]3=[N:31][CH:32]=[N:33][C:34](Cl)=[C:29]3[C:28]([CH3:36])=[N:27]2)[CH2:22][CH2:21]1)=[O:19])([CH3:16])[CH3:15].[Cl-].[NH4+]>CN(C)C=O>[CH:14]([O:17][C:18]([N:20]1[CH2:25][CH2:24][CH:23]([N:26]2[C:30]3=[N:31][CH:32]=[N:33][C:34]([O:13][C:10]4[CH:11]=[CH:12][C:7]([S:4]([CH3:3])(=[O:5])=[O:6])=[CH:8][CH:9]=4)=[C:29]3[C:28]([CH3:36])=[N:27]2)[CH2:22][CH2:21]1)=[O:19])([CH3:16])[CH3:15] |f:0.1,4.5|. Reported procedure: Sodium hydride (60% dispersion in mineral oil; 7 mg, 0.18 mmol) was added to a solution of 4-(methylsulfonyl)phenol (20 mg, 0.12 mmol) in dimethylformamide (1 mL) and the mixture was stirred at room temperature for 15 min. A solution of 4-(4-chloro-3-methyl-pyrazolo[3,4-d]pyrimidin-1-yl)-piperidine-1-carboxylic acid isopropyl ester (Intermediate 21; 40 mg, 0.12 mmol) in dimethylformamide (1 mL) was added, and the reaction mixture was allowed to stir at room temperature overnight. Saturated aqueo...